Dataset: the Open Reaction Database (ORD), a public repository of structured organic reaction records. Task: describe an organic reaction: reactants, conditions, products, and yield As a reaction SMILES: [Br:17][CH2:18][C:19](=[O:20])[O:21][CH2:22][CH3:23].[CH3:33][C:34]#[N:35].[CH:24]([N:25]([CH2:26][CH3:27])[CH:28]([CH3:29])[CH3:30])([CH3:31])[CH3:32].[O:1]=[c:2]1[nH:3][c:4]2[c:5]([n:6]1[CH:7]1[CH2:8][CH2:9][NH:10][CH2:11][CH2:12]1)[cH:13][cH:14][cH:15][cH:16]2>>[O:1]=[c:2]1[nH:3][c:4]2[c:5]([n:6]1[CH:7]1[CH2:8][CH2:9][N:10]([CH2:18][C:19](=[O:20])[O:21][CH2:22][CH3:23])[CH2:11][CH2:12]1)[cH:13][cH:14][cH:15][cH:16]2. Yields the product CCOC(=O)CN1CCC(n2c(=O)[nH]c3ccccc32)CC1. The reactants are CCOC(=O)CBr, CC#N, CCN(C(C)C)C(C)C, O=c1[nH]c2ccccc2n1C1CCNCC1. Starting materials: COc1ccccc1N1CCNCC1, CN(C)C=O, Fc1ccc(NCCCCl)cc1, [Na+], [Na+], O=C([O-])[O-], O. Yields the product COc1ccccc1N1CCN(CCCNc2ccc(F)cc2)CC1. RXN SMILES: [CH3:13][O:14][c:15]1[c:16]([N:21]2[CH2:22][CH2:23][NH:24][CH2:25][CH2:26]2)[cH:17][cH:18][cH:19][cH:20]1.[CH3:33][N:34]([CH3:35])[CH:36]=[O:37].[Cl:1][CH2:2][CH2:3][CH2:4][NH:5][c:6]1[cH:7][cH:8][c:9]([F:12])[cH:10][cH:11]1.[Na+:27].[Na+:28].[O-:29][C:30](=[O:31])[O-:32].[OH2:38]>>[CH2:2]([CH2:3][CH2:4][NH:5][c:6]1[cH:7][cH:8][c:9]([F:12])[cH:10][cH:11]1)[N:24]1[CH2:23][CH2:22][N:21]([c:16]2[c:15]([O:14][CH3:13])[cH:20][cH:19][cH:18][cH:17]2)[CH2:26][CH2:25]1. Reactants: ClC(=O)OCC(C)C (Isobutyl chloroformate), ice, C(C)N1CCN(CC1)CC#CC(=O)O (4-(N-ethylpiperazino)-2-butynoic acid), CN1CCOCC1 (N-methylmorpholine), N#N (N2), NC=1C=C2C(=C(C=NC2=CC1)C#N)NC1=CC(=CC=C1)Br (6-amino-4-[(3-bromophenyl)amino]-3-quinolinecarbonitrile). Solvent: N1=CC=CC=C1 (pyridine). Reaction conditions: time 30 minute. Product: BrC=1C=C(C=CC1)NC1=C(C=NC2=CC=C(C=C12)NC(C#CCN1CCN(CC1)CC)=O)C#N (N-[4-[(3-Bromophenyl)amino]-3-cyano-6-quinolinyl]-4-(N-ethylpiperazino)-2-butynamide). Reaction SMILES: ClC(OCC(C)C)=O.[CH2:9]([N:11]1[CH2:16][CH2:15][N:14]([CH2:17][C:18]#[C:19][C:20]([OH:22])=O)[CH2:13][CH2:12]1)[CH3:10].CN1CCOCC1.N#N.[NH2:32][C:33]1[CH:34]=[C:35]2[C:40](=[CH:41][CH:42]=1)[N:39]=[CH:38][C:37]([C:43]#[N:44])=[C:36]2[NH:45][C:46]1[CH:51]=[CH:50][CH:49]=[C:48]([Br:52])[CH:47]=1>N1C=CC=CC=1>[Br:52][C:48]1[CH:47]=[C:46]([NH:45][C:36]2[C:35]3[C:40](=[CH:41][CH:42]=[C:33]([NH:32][C:20](=[O:22])[C:19]#[C:18][CH2:17][N:14]4[CH2:13][CH2:12][N:11]([CH2:9][CH3:10])[CH2:16][CH2:15]4)[CH:34]=3)[N:39]=[CH:38][C:37]=2[C:43]#[N:44])[CH:51]=[CH:50][CH:49]=1. Procedure: Isobutyl chloroformate (0.785 g, 5.75 mmol) was dropwise added into an ice cold solution of 4-(N-ethylpiperazino)-2-butynoic acid (1.75 g, 8.85 mmol) and N-methylmorpholine (1.3453 g, 13.3 mmol) in 50 mL of tetrahydrofuan under N2. After stirring for 30 min, a solution of 1.5 g (4.42 mmol) of 6-amino-4-[(3-bromophenyl)amino]-3-quinolinecarbonitrile in 10 mL of pyridine was added dropwise and the mixture was stirred at 0° C. for 2 hr. The reaction was quenched with ice water, poured into saturate... The reactants are CC(=O)NC(CC#CCNC(=O)OC(C)(C)C)C(=O)O, CC(=O)O, Cl, C1COCCO1. Yields the product CC(=O)NC(CC#CCN)C(=O)O. Reaction SMILES: [C:1]([CH3:2])(=[O:3])[NH:4][CH:5]([C:6](=[O:7])[OH:8])[CH2:9][C:10]#[C:11][CH2:12][NH:13][C:14]([O:15][C:16]([CH3:17])([CH3:18])[CH3:19])=[O:20].[CH3:22][C:23](=[O:24])[OH:25].[ClH:21].[O:26]1[CH2:27][CH2:28][O:29][CH2:30][CH2:31]1>>[C:1]([CH3:2])(=[O:3])[NH:4][CH:5]([C:6](=[O:7])[OH:8])[CH2:9][C:10]#[C:11][CH2:12][NH2:13]. Starting materials: OC=1C=CC(=C2C3CCCCC3C(C12)=O)C (8-hydroxy-5-methyl-1,2,3,4,4a,9a-hexahydro-9-fluorenone), CN (methylamine). Run in CO (methanol), CO (methanol), CO (methanol). Product: OC=1C=CC(=C2C3CCCCC3C(C12)=NC)C (8-hydroxy-5-methyl-9-methylimino-1,2,3,4,4a,9a-hexahydrofluorene). As a reaction SMILES: [OH:1][C:2]1[CH:3]=[CH:4][C:5]([CH3:16])=[C:6]2[C:14]=1[C:13](=O)[CH:12]1[CH:7]2[CH2:8][CH2:9][CH2:10][CH2:11]1.[CH3:17][NH2:18]>CO>[OH:1][C:2]1[CH:3]=[CH:4][C:5]([CH3:16])=[C:6]2[C:14]=1[C:13](=[N:18][CH3:17])[CH:12]1[CH:7]2[CH2:8][CH2:9][CH2:10][CH2:11]1. Reported procedure: To a methanol solution containing 2 g of 8-hydroxy-5-methyl-1,2,3,4,4a,9a-hexahydro-9-fluorenone in 20 ml of methanol was added 7.18 ml of methanol solution of 40% methylamine and the mixture was refluxed under heating for 5 hours. After left to stand for cooling, the solvent was removed by concentration and the residue was recrystallized from ethanol to obtain 0.35 g of 8-hydroxy-5-methyl-9-methylimino-1,2,3,4,4a,9a-hexahydrofluorene. The product is CC=1C(=CC2=C(N=C(S2)NC(CO)=O)C1)C (5,6-dimethyl-2-(hydroxyacetylamino)benzothiazole). The solvent is CO (methanol). RXN SMILES: C([O:4][CH2:5][C:6]([NH:8][C:9]1[S:10][C:11]2[CH:17]=[C:16]([CH3:18])[C:15]([CH3:19])=[CH:14][C:12]=2[N:13]=1)=[O:7])(=O)C.N>CO>[CH3:19][C:15]1[C:16]([CH3:18])=[CH:17][C:11]2[S:10][C:9]([NH:8][C:6](=[O:7])[CH2:5][OH:4])=[N:13][C:12]=2[CH:14]=1. Isolated yield 89.7%. Starting materials: C(C)(=O)OCC(=O)NC=1SC2=C(N1)C=C(C(=C2)C)C (2-(Acetoxyacetylamino)-5,6-dimethylbenzothiazole), N (ammonia). Run at time 1 hour. Reported procedure: 2-(Acetoxyacetylamino)-5,6-dimethylbenzothiazole (4.2 g) prepared in Example 6 is dissolved in methanol (200 ml) and thereto is added 28% aqueous ammonia (20 ml) and the mixture is stirred at room temperature for 1 hour. The solvent is distilled off and the resulting solids are washed with water, dried and recrystallized from ethanol to give the title compound (3.2 g) having the following physical properties. Reactants: [BH4-], CC(=O)c1ccc2c(c1)[Se](=O)CN2, Cl, [Na+], [Na+], [OH-]. The product is CC(O)c1ccc2c(c1)[Se](=O)CN2. Reaction SMILES: [BH4-:16].[C:1]([CH3:2])(=[O:3])[c:4]1[cH:5][c:6]2[c:7]([cH:12][cH:13]1)[NH:8][CH2:9][Se:10]2=[O:11].[ClH:18].[Na+:15].[Na+:17].[OH-:14]>>[CH:1]([CH3:2])([OH:3])[c:4]1[cH:5][c:6]2[c:7]([cH:12][cH:13]1)[NH:8][CH2:9][Se:10]2=[O:11].